Dataset: the Open Reaction Database (ORD), a public repository of structured organic reaction records. Task: describe an organic reaction: reactants, conditions, products, and yield Starting materials: O=C1c2ccccc2C(=O)N1c1cccc(CBr)n1, O=C([O-])[O-], CC#N, [Cs+], [Cs+], [I-], [K+], CN(C)c1cccc(C(=NO)c2nnnn2C)c1. Product: CN(C)c1cccc(C(=NOCc2cccc(N3C(=O)c4ccccc4C3=O)n2)c2nnnn2C)c1. Reaction SMILES: [Br:19][CH2:20][c:21]1[cH:22][cH:23][cH:24][c:25]([N:27]2[C:28](=[O:37])[c:29]3[cH:30][cH:31][cH:32][cH:33][c:34]3[C:35]2=[O:36])[n:26]1.[C:38](=[O:39])([O-:40])[O-:41].[CH3:46][C:47]#[N:48].[Cs+:42].[Cs+:43].[I-:45].[K+:44].[OH:1][N:2]=[C:3]([c:4]1[cH:5][c:6]([N:7]([CH3:8])[CH3:9])[cH:10][cH:11][cH:12]1)[c:13]1[n:14][n:15][n:16][n:17]1[CH3:18]>>[O:1]([N:2]=[C:3]([c:4]1[cH:5][c:6]([N:7]([CH3:8])[CH3:9])[cH:10][cH:11][cH:12]1)[c:13]1[n:14][n:15][n:16][n:17]1[CH3:18])[CH2:20][c:21]1[cH:22][cH:23][cH:24][c:25]([N:27]2[C:28](=[O:37])[c:29]3[cH:30][cH:31][cH:32][cH:33][c:34]3[C:35]2=[O:36])[n:26]1. The reactants are C(C)(C)(C)OC(NC1(COC(OC1)(C)C)CCC1=CC(=C(C=C1)OCC=CC1=CC(=CC=C1)C)C(F)(F)F)=O ([2,2-dimethyl-5-(2-{4-[3-(3-methylphenyl)allyloxy]-3-trifluoromethylphenyl}ethyl)-1,3-dioxan-5-yl]carbamic acid t-butyl ester), Cl (hydrochloric acid). The solvent is C(C)O (ethanol). Reaction conditions: temperature 50 celsius, time 4 hour. Yields the product Cl.NC(CO)(CO)CCC1=CC(=C(C=C1)OCC=CC1=CC(=CC=C1)C)C(F)(F)F (2-amino-2-(2-{4-[3-(3-methylphenyl)allyloxy]-3-trifluoromethylphenyl}ethyl)propane-1,3-diol hydrochloride). As a reaction SMILES: C(OC(=O)[NH:7][C:8]1([CH2:16][CH2:17][C:18]2[CH:23]=[CH:22][C:21]([O:24][CH2:25][CH:26]=[CH:27][C:28]3[CH:33]=[CH:32][CH:31]=[C:30]([CH3:34])[CH:29]=3)=[C:20]([C:35]([F:38])([F:37])[F:36])[CH:19]=2)[CH2:13][O:12]C(C)(C)[O:10][CH2:9]1)(C)(C)C.[ClH:40]>C(O)C>[ClH:40].[NH2:7][C:8]([CH2:16][CH2:17][C:18]1[CH:23]=[CH:22][C:21]([O:24][CH2:25][CH:26]=[CH:27][C:28]2[CH:33]=[CH:32][CH:31]=[C:30]([CH3:34])[CH:29]=2)=[C:20]([C:35]([F:36])([F:37])[F:38])[CH:19]=1)([CH2:9][OH:10])[CH2:13][OH:12] |f:3.4|. Procedure details: Compound 103-3 (410 mg) was dissolved in ethanol (25 ml), concentrated hydrochloric acid (3.0 ml) was added, and the mixture was stirred at 50° C. for 4 hr. The reaction mixture was concentrated, and the residue was washed with diethyl ether to give the object product (135 mg) as a white powder. Starting materials: ClC1=C(C(=CC=C1C)Cl)NC1=C(C=CC=C1)CON (O-[2-[(2,6-dichloro-3-methylphenyl)amino]phenylmethyl]hydroxylamine), C(C=O)(=O)O (glyoxylic acid). Solvent: C(CC(O)(C(=O)O)CC(=O)O)(=O)O (citric acid), C1CCOC1 (THF), C1CCOC1 (THF). Conditions: time 16 hour. Product: ClC1=C(C(=CC=C1C)Cl)NC1=C(C=CC=C1)CON=CC(=O)O (glyoxylic acid-O-[2-[(2,6-dichloro-3-methylphenyl)amino]phenylmethyl] oxime). The yield is 34.8%. Reaction SMILES: [Cl:1][C:2]1[C:7]([CH3:8])=[CH:6][CH:5]=[C:4]([Cl:9])[C:3]=1[NH:10][C:11]1[CH:16]=[CH:15][CH:14]=[CH:13][C:12]=1[CH2:17][O:18][NH2:19].[C:20]([OH:24])(=[O:23])[CH:21]=O>C1COCC1.C(O)(=O)CC(CC(O)=O)(C(O)=O)O>[Cl:1][C:2]1[C:7]([CH3:8])=[CH:6][CH:5]=[C:4]([Cl:9])[C:3]=1[NH:10][C:11]1[CH:16]=[CH:15][CH:14]=[CH:13][C:12]=1[CH2:17][O:18][N:19]=[CH:21][C:20]([OH:24])=[O:23]. Reported procedure: A solution in THF of O-[2-[(2,6-dichloro-3-methylphenyl)amino]phenylmethyl]hydroxylamine (0.50 g, 1.71 mmol), prepared as in step 3, and glyoxylic acid (0.18 g, 1.99 mmol) in THF was stirred for 16 hours. The solution was then diluted with aqueous citric acid and extracted with ethyl acetate (100 mL). The extract was washed with brine, dried over MgSO4, filtered, and concentrated in vacuo to yield an off white solid which was purified by chromatography on silica gel (10% methanol-chloroform). Th... Reactants: C(C)N(C1=C(C=CC(=C1)OC)[C@@H]1CC=2C=CC(=CC2CC1)OC(C(C)(C)C)=O)C(C1=CC=C(C=C1)O)=O (pivalic acid (S)-6-{2-[ethyl(4-hydroxybenzoyl)amino]-4-methoxyphenyl}-5,6,7,8-tetrahydronaphthalen-2-yl ester), ClCC(=O)N(C)C (2-chloro-N,N-dimethylacetamide). The product is CN(CCOC1=CC=C(CCCNC2=C(C=CC(=C2)OC)[C@@H]2CC=3C=CC(=CC3CC2)O)C=C1)C ((S)-6-{2-{[4-(2-Dimethylaminoethoxy)benzyl]ethylamino}-4-methoxyphenyl}-5,6,7,8-tetrahydronaphthalen-2-ol). Isolated yield 72.9%. RXN SMILES: C([N:3](C(=O)C1C=CC(O)=CC=1)[C:4]1[CH:9]=[C:8]([O:10][CH3:11])[CH:7]=[CH:6][C:5]=1[C@H:12]1[CH2:21][CH2:20][C:19]2[CH:18]=[C:17]([O:22]C(=O)C(C)(C)C)[CH:16]=[CH:15][C:14]=2[CH2:13]1)C.Cl[CH2:39][C:40]([N:42]([CH3:44])[CH3:43])=O>>[CH3:43][N:42]([CH3:44])[CH2:40][CH2:39][O:10][C:8]1[CH:9]=[CH:4][C:5]([CH2:12][CH2:13][CH2:14][NH:3][C:4]2[CH:9]=[C:8]([O:10][CH3:11])[CH:7]=[CH:6][C:5]=2[C@H:12]2[CH2:21][CH2:20][C:19]3[CH:18]=[C:17]([OH:22])[CH:16]=[CH:15][C:14]=3[CH2:13]2)=[CH:6][CH:7]=1. Procedure: Synthesized from pivalic acid (S)-6-{2-[ethyl(4-hydroxybenzoyl)amino]-4-methoxyphenyl}-5,6,7,8-tetrahydronaphthalen-2-yl ester (20 mg) and 2-chloro-N,N-dimethylacetamide (10 mg) according to an analogous synthetic method to Example 404 and purified by LC-MS, the title compound (6.9 mg) was obtained. Product: COC(=O)c1ccc(-c2ccccc2C)c(OC)c1. Reaction SMILES: [CH3:115][CH2:116][OH:117].[CH3:1][c:2]1[cH:3][cH:4][cH:5][cH:6][cH:7]1.[CH3:8][O:9][C:10]([c:11]1[cH:12][c:13]([O:18][CH3:19])[c:14]([Br:17])[cH:15][cH:16]1)=[O:20].[Na+:31].[Na+:32].[O-:33][C:34](=[O:35])[O-:36].[OH2:114].[c:21]1([CH3:22])[cH:23][cH:24][cH:25][cH:26][c:27]1[B:28]([OH:29])[OH:30].[cH:37]1[cH:38][cH:39][c:40]([P:41]([Pd:42]([P:43]([c:44]2[cH:45][cH:46][cH:47][cH:48][cH:49]2)([c:50]2[cH:51][cH:52][cH:53][cH:54][cH:55]2)[c:56]2[cH:57][cH:58][cH:59][cH:60][cH:61]2)([P:62]([c:63]2[cH:64][cH:65][cH:66][cH:67][cH:68]2)([c:69]2[cH:70][cH:71][cH:72][cH:73][cH:74]2)[c:75]2[cH:76][cH:77][cH:78][cH:79][cH:80]2)[P:81]([c:82]2[cH:83][cH:84][cH:85][cH:86][cH:87]2)([c:88]2[cH:89][cH:90][cH:91][cH:92][cH:93]2)[c:94]2[cH:95][cH:96][cH:97][cH:98][cH:99]2)([c:100]2[cH:101][cH:102][cH:103][cH:104][cH:105]2)[c:106]2[cH:107][cH:108][cH:109][cH:110][cH:111]2)[cH:112][cH:113]1>>[CH3:1][c:2]1[c:3](-[c:14]2[c:13]([O:18][CH3:19])[cH:12][c:11]([C:10]([O:9][CH3:8])=[O:20])[cH:16][cH:15]2)[cH:4][cH:5][cH:6][cH:7]1. The reactants are CCO, Cc1ccccc1, COC(=O)c1ccc(Br)c(OC)c1, [Na+], [Na+], O=C([O-])[O-], O, Cc1ccccc1B(O)O, c1ccc(P(c2ccccc2)(c2ccccc2)[Pd](P(c2ccccc2)(c2ccccc2)c2ccccc2)(P(c2ccccc2)(c2ccccc2)c2ccccc2)P(c2ccccc2)(c2ccccc2)c2ccccc2)cc1. Reactants: C(C)(C)(C)[C@H]1CC[C@H](CC1)NC1=NC=NC(=C1I)CC (4-(cis-4-tert-Butylcyclohexylamino)-6-ethyl-5-iodopyrimidine), FC(F)(F)I (trifluoromethyl iodide), CN(P(N(C)C)(N(C)C)=O)C (hexamethylphosphoric triamide), stainless steel, Hastelloy. Reagents/catalysts: [Cu] (copper). Solvent: C(C)OCC (diethyl ether). Conditions: temperature 100 celsius, time 2 hour. Product: C(C)(C)(C)[C@H]1CC[C@H](CC1)NC1=NC=NC(=C1C(F)(F)F)CC (4-(cis-4-tert-Butylcyclohexylamino )-6-ethyl-5-trifluoromethylpyrimidine). Reaction SMILES: [F:1][C:2](I)([F:4])[F:3].CN(C)P(=O)(N(C)C)N(C)C.[C:17]([C@@H:21]1[CH2:26][CH2:25][C@H:24]([NH:27][C:28]2[C:33](I)=[C:32]([CH2:35][CH3:36])[N:31]=[CH:30][N:29]=2)[CH2:23][CH2:22]1)([CH3:20])([CH3:19])[CH3:18]>[Cu].C(OCC)C>[C:17]([C@@H:21]1[CH2:22][CH2:23][C@H:24]([NH:27][C:28]2[C:33]([C:2]([F:4])([F:3])[F:1])=[C:32]([CH2:35][CH3:36])[N:31]=[CH:30][N:29]=2)[CH2:25][CH2:26]1)([CH3:20])([CH3:19])[CH3:18]. Reported procedure: 8.4 g of trifluoromethyl iodide and 5 g of copper powder were stirred with 20 ml of hexamethylphosphoric triamide in a stainless steel laboratory autoclave (Hastelloy) at 120° C. for 2.5 hours. The mixture was filtered with suction over Celite, under nitrogen, to remove the excess copper powder. 1.92 g (5 mmol) of 4-(cis-4-tert-butyl-cyclohexylamino)-6-ethyl-5-iodopyrimidine (Example 1) were added in order to dissolve the trifluoromethyl-copper complex, and the mixture was stirred under nitrogen... Reactants: C(C=C)N(C1=CN=C2N(C1=O)[C@@H](CC2)C(=O)O)C(=O)OCC2=CC=CC=C2 ((6S)-3-(allyl-benzyloxycarbonyl-amino)-4-oxo-4,6,7,8-tetrahydro-pyrrolo[1,2-a]pyrimidine-6-carboxylic acid), NC1=CC=CC=C1 (aniline), C1=CC2=C(N=C1)N(N=N2)O (HOAT), C(=O)(O)[O-].[Na+] (NaHCO3), CCN=C=NCCCN(C)C (EDCI). The solvent is C(Cl)Cl.CN(C)C=O (CH2Cl2 DMF), CCOC(=O)C (EtOAc). Yields the product C(C1=CC=CC=C1)OC(N(C1=CN=C2N(C1=O)[C@@H](CC2)C(NC2=CC=CC=C2)=O)CC=C)=O ((6S)-allyl-(4-oxo-6-phenylcarbamoyl-4,6,7,8-tetrahydro-pyrrolo[1,2-a]pyrimidin-3-yl)-carbamic acid benzyl ester). RXN SMILES: [CH2:1]([N:4]([C:18]([O:20][CH2:21][C:22]1[CH:27]=[CH:26][CH:25]=[CH:24][CH:23]=1)=[O:19])[C:5]1[C:10](=[O:11])[N:9]2[C@H:12]([C:15]([OH:17])=O)[CH2:13][CH2:14][C:8]2=[N:7][CH:6]=1)[CH:2]=[CH2:3].[NH2:28][C:29]1[CH:34]=[CH:33][CH:32]=[CH:31][CH:30]=1.C1C=NC2N(O)N=NC=2C=1.C([O-])(O)=O.[Na+].CCN=C=NCCCN(C)C>CCOC(C)=O.C(Cl)Cl.CN(C=O)C>[CH2:21]([O:20][C:18](=[O:19])[N:4]([CH2:1][CH:2]=[CH2:3])[C:5]1[C:10](=[O:11])[N:9]2[C@H:12]([C:15](=[O:17])[NH:28][C:29]3[CH:34]=[CH:33][CH:32]=[CH:31][CH:30]=3)[CH2:13][CH2:14][C:8]2=[N:7][CH:6]=1)[C:22]1[CH:23]=[CH:24][CH:25]=[CH:26][CH:27]=1 |f:3.4,7.8|. Procedure details: To a solution of 18a (5.50 g, 14.89 mmol) and aniline (1.93 mL, 22.3 mmol) in 75 mL 5:1 CH2Cl2/DMF at 0° C., was added HOAT (2.23 g, 16.4 mmol), NaHCO3 (2.50 g, 29.8 mmol), and EDCI (4.00 g, 20.8 mmol). The mixture was stirred and allowed to warm to rt over 72 h. The reaction was diluted with EtOAc and the organic phase was washed with H2O, 1N HCl, H2O, and brine. The organic phase was dried (Na2SO4) and concentrated. The residue obtained was purified by flash chromatography (80 to 90% EtOAc/hex... The reactants are B, CC(C)(C)OC(=O)C1CC(C(=O)O)CN1C(=O)OC(C)(C)C, C1CCOC1, C1CCOC1. The product is CC(C)(C)OC(=O)C1CC(CO)CN1C(=O)OC(C)(C)C. As a reaction SMILES: [BH3:28].[C:1]([CH3:2])([CH3:3])([CH3:4])[O:5][C:6](=[O:7])[N:8]1[CH:9]([C:16](=[O:17])[O:18][C:19]([CH3:20])([CH3:21])[CH3:22])[CH2:10][CH:11]([C:13](=[O:14])[OH:15])[CH2:12]1.[O:23]1[CH2:24][CH2:25][CH2:26][CH2:27]1.[O:29]1[CH2:30][CH2:31][CH2:32][CH2:33]1>>[C:1]([CH3:2])([CH3:3])([CH3:4])[O:5][C:6](=[O:7])[N:8]1[CH:9]([C:16](=[O:17])[O:18][C:19]([CH3:20])([CH3:21])[CH3:22])[CH2:10][CH:11]([CH2:13][OH:14])[CH2:12]1. The reactants are ClC=1C(=C(C=CC1)S(=O)(=O)N)C (3-chloro-2-methylbenzenesulphonamide), C([O-])([O-])=O.[K+].[K+] (potassium carbonate), BrCC=1C=CC2=C(N=C(S2)C)C1 (5-bromomethyl-2-methylbenzothiazole). Run in CC#N (CH3CN). Product: CC1=C(C=CC=C1Cl)S(=O)(=O)NC2=CC3=C(C=C2)SC(=N3)C (STX1029). Reaction SMILES: [Cl:1][C:2]1[C:3]([CH3:12])=[C:4]([S:8]([NH2:11])(=[O:10])=[O:9])[CH:5]=[CH:6][CH:7]=1.C(=O)([O-])[O-].[K+].[K+].BrC[C:21]1[CH:22]=[CH:23][C:24]2[S:28][C:27]([CH3:29])=[N:26][C:25]=2[CH:30]=1>CC#N>[CH3:12][C:3]1[C:2]([Cl:1])=[CH:7][CH:6]=[CH:5][C:4]=1[S:8]([NH:11][C:21]1[CH:22]=[CH:23][C:24]2[S:28][C:27]([CH3:29])=[N:26][C:25]=2[CH:30]=1)(=[O:9])=[O:10] |f:1.2.3|. Reported procedure: To a solution of 3-chloro-2-methylbenzenesulphonamide (103 mg, 0.5 mmol) in CH3CN was added potassium carbonate (100 mg), followed 5-bromomethyl-2-methylbenzothiazole (121 mg, 0.5 mmol). The mixture was refluxed under N2 for 6 h, partitioned between ethyl acetate and water. The organic phase was washed brine, dried over sodium sulphate and concentrated in vacuo to give a yellow residue, which was separated with flash chromatography (ethyl acetate/DCM, gradient elution). STX1029 was obtained as w... Reported procedure: Preparation according to preparation 4: 1-bromo-2-methyl-3-(methylthio)benzene (1.33 g), carbon tetrachloride (8 ml), acetonitrile (8 ml), water (16 ml), sodium periodate (3.9 g), ruthenium trichloride (1 mg). Yield: 1.6 g. MS m/z (rel. intensity, 70 eV) 250 (M+, 69), 248 (M+, 67), 169 (49), 90 (63), 89 (bp). Yields the product BrC1=C(C(=CC=C1)S(=O)(=O)C)C (1-BROMO-2-METHYL-3-(METHYLSULFONYL)-BENZENE). Reactants: BrC1=C(C(=CC=C1)SC)C (1-bromo-2-methyl-3-(methylthio)benzene), ( 49 ), I(=O)(=O)(=O)[O-].[Na+] (sodium periodate), O (water), C(Cl)(Cl)(Cl)Cl (carbon tetrachloride), C(C)#N (acetonitrile), ( 63 ). The reagents and catalysts are [Ru](Cl)(Cl)Cl (ruthenium trichloride). Reaction SMILES: [Br:1][C:2]1[CH:7]=[CH:6][CH:5]=[C:4]([S:8][CH3:9])[C:3]=1[CH3:10].C(Cl)(Cl)(Cl)Cl.C(#N)C.I([O-])(=O)(=O)=[O:20].[Na+].[OH2:25]>[Ru](Cl)(Cl)Cl>[Br:1][C:2]1[CH:7]=[CH:6][CH:5]=[C:4]([S:8]([CH3:9])(=[O:20])=[O:25])[C:3]=1[CH3:10] |f:3.4|.